From a dataset of the Open Reaction Database (ORD), a public repository of structured organic reaction records. describe an organic reaction: reactants, conditions, products, and yield The reactants are O=C([O-])O, CCN(C(C)C)C(C)C, ClCCl, O=[N+]([O-])c1ccc(C2OCc3ccc(CO)cc3CO2)cc1, [Na+], CS(=O)(=O)Cl. Yields the product CS(=O)(=O)OCc1ccc2c(c1)COC(c1ccc([N+](=O)[O-])cc1)OC2. RXN SMILES: [C:37](=[O:38])([OH:39])[O-:40].[CH:23]([N:24]([CH:25]([CH3:26])[CH3:27])[CH2:28][CH3:29])([CH3:30])[CH3:31].[Cl:42][CH2:43][Cl:44].[N+:1](=[O:2])([O-:3])[c:4]1[cH:5][cH:6][c:7]([CH:10]2[O:11][CH2:12][c:13]3[c:14]([cH:17][c:18]([CH2:21][OH:22])[cH:19][cH:20]3)[CH2:15][O:16]2)[cH:8][cH:9]1.[Na+:41].[S:32](=[O:33])(=[O:34])([CH3:35])[Cl:36]>>[N+:1](=[O:2])([O-:3])[c:4]1[cH:5][cH:6][c:7]([CH:10]2[O:11][CH2:12][c:13]3[c:14]([cH:17][c:18]([CH2:21][O:22][S:32](=[O:33])(=[O:34])[CH3:35])[cH:19][cH:20]3)[CH2:15][O:16]2)[cH:8][cH:9]1. Reactants: N1CCC2(CC1)CSC1=C(O2)C2=CC=CC=C2C(C1=O)=O (spiro[naphtho[1,2-b][1,4]oxathiine-2,4′-piperidine]-5,6-dione), C(C)C1=CC=C(OC[C@H]2OC2)C=C1 ((2S)-2-[(4-ethylphenoxy)methyl]oxirane). Product: C(C)C1=CC=C(OC[C@H](CN2CCC3(CC2)CSC2=C(O3)C3=CC=CC=C3C(C2=O)=O)O)C=C1 (1′-[(2S)-3-(4-ethylphenoxy)-2-hydroxypropyl]spiro[naphtho[1,2-b][1,4]oxathiine-2,4′-piperidine]-5,6-dione). RXN SMILES: [NH:1]1[CH2:6][CH2:5][C:4]2([O:11][C:10]3[C:12]4[C:17]([C:18](=[O:21])[C:19](=[O:20])[C:9]=3[S:8][CH2:7]2)=[CH:16][CH:15]=[CH:14][CH:13]=4)[CH2:3][CH2:2]1.[CH2:22]([C:24]1[CH:34]=[CH:33][C:27]([O:28][CH2:29][C@@H:30]2[CH2:32][O:31]2)=[CH:26][CH:25]=1)[CH3:23]>>[CH2:22]([C:24]1[CH:34]=[CH:33][C:27]([O:28][CH2:29][C@@H:30]([OH:31])[CH2:32][N:1]2[CH2:2][CH2:3][C:4]3([O:11][C:10]4[C:12]5[C:17]([C:18](=[O:21])[C:19](=[O:20])[C:9]=4[S:8][CH2:7]3)=[CH:16][CH:15]=[CH:14][CH:13]=5)[CH2:5][CH2:6]2)=[CH:26][CH:25]=1)[CH3:23]. Procedure details: Compound 207 was synthesized using spiro[naphtho[1,2-b][1,4]oxathiine-2,4′-piperidine]-5,6-dione, (2S)-2-[(4-ethylphenoxy)methyl]oxirane and conditions outlined in procedure Y. M.p.=137-138° C.; 400 MHz 1H NMR (DMSO-d6) δ: 7.90 (d, 1H, J=7.8 Hz), 7.82-7.78 (m, 2H), 7.57 (dt, 1H, J=2.0, 6.8 Hz), 7.10 (d, 2H, J=5.6 Hz), 6.85 (d, 2H, J=8.2 Hz), 4.86 (bs, 1H), 4.03-3.80 (m, 3H), 3.07 (s, 2H), 2.88-2.74 (m, 2H), 2.58-2.41 (m, 2H), 2.02-1.94 (m, 2H), 1.88-1.78 (m, 2H), 1.14 (t, J=7.9 Hz, 3H). LCMS: 48...